From a dataset of the Open Reaction Database (ORD), a public repository of structured organic reaction records. describe an organic reaction: reactants, conditions, products, and yield Reactants: FC(C1=CC=C(CCl)C=C1)(F)F (4-trifluoromethylbenzyl chloride), ice water, [H-].[Na+] (Sodium hydride), O=C1CN(CCN1)C(=O)OC(C)(C)C (tert-butyl 3-oxopiperazine-1-carboxylate). Solvent: CN(C)C=O (DMF), CN(C)C=O (DMF). Conditions: time 30 minute. The product is O=C1CN(CCN1CC1=CC=C(C=C1)C(F)(F)F)C(=O)OC(C)(C)C (tert-butyl 3-oxo-4-(4-trifluoromethylbenzyl)piperazine-1-carboxylate). Yield: 91.6%. Reaction SMILES: [H-].[Na+].[O:3]=[C:4]1[NH:9][CH2:8][CH2:7][N:6]([C:10]([O:12][C:13]([CH3:16])([CH3:15])[CH3:14])=[O:11])[CH2:5]1.[F:17][C:18]([F:28])([F:27])[C:19]1[CH:26]=[CH:25][C:22]([CH2:23]Cl)=[CH:21][CH:20]=1>CN(C=O)C>[O:3]=[C:4]1[N:9]([CH2:23][C:22]2[CH:21]=[CH:20][C:19]([C:18]([F:17])([F:27])[F:28])=[CH:26][CH:25]=2)[CH2:8][CH2:7][N:6]([C:10]([O:12][C:13]([CH3:16])([CH3:15])[CH3:14])=[O:11])[CH2:5]1 |f:0.1|. Procedure details: Sodium hydride (840 mg, 24.5 mmol) was gradually added to a solution of tert-butyl 3-oxopiperazine-1-carboxylate (4.1 g, 20.4 mmol) in DMF (30 ml) while cooling in an ice-bath, and the mixture was stirred at room temperature for 30 minutes. A solution of 4-trifluoromethylbenzyl chloride (5 g, 20.9 mmol) in DMF (5 ml) was added dropwise to the mixture while cooling in an ice-bath, which was stirred at room temperature for 2 hours. The reaction mixture was poured into ice water, and extracted with... Starting materials: CN(C)CC1=C(C(=CC(=C1)CN(C)C)CN(C)C)[O-].[K+] (potassium (2,4,6-tris(dimethylaminomethyl)phenolate)), [Na] (sodium), O.O.O.O.[N+](=O)([O-])[O-].[Ca+2].[N+](=O)([O-])[O-] (calcium nitrate tetrahydrate). Run in C(CCC)O (1-butanol). Product: CN(C)CC1=C(C(=CC(=C1)CN(C)C)CN(C)C)[O-].CN(C)CC1=C(C(=CC(=C1)CN(C)C)CN(C)C)[O-].[Ca+2] (calcium bis(2,4,6-tris-(dimethylaminomethyl)phenolate)). RXN SMILES: O.O.O.O.[N+]([O-])([O-])=O.[Ca+2:9].[N+]([O-])([O-])=O.[CH3:14][N:15]([CH2:17][C:18]1[CH:23]=[C:22]([CH2:24][N:25]([CH3:27])[CH3:26])[CH:21]=[C:20]([CH2:28][N:29]([CH3:31])[CH3:30])[C:19]=1[O-:32])[CH3:16].[K+].[Na]>C(O)CCC>[CH3:16][N:15]([CH2:17][C:18]1[CH:23]=[C:22]([CH2:24][N:25]([CH3:26])[CH3:27])[CH:21]=[C:20]([CH2:28][N:29]([CH3:31])[CH3:30])[C:19]=1[O-:32])[CH3:14].[CH3:16][N:15]([CH2:17][C:18]1[CH:23]=[C:22]([CH2:24][N:25]([CH3:26])[CH3:27])[CH:21]=[C:20]([CH2:28][N:29]([CH3:31])[CH3:30])[C:19]=1[O-:32])[CH3:14].[Ca+2:9] |f:0.1.2.3.4.5.6,7.8,11.12.13,^1:33|. Reported procedure: In a 250 ml round-bottomed flask having a magnetic stirrer and reflux condenser, 12.3 g (0.052 mol) of calcium nitrate tetrahydrate are dissolved in 88.7 g of 1-butanol, and then 31.55 g (0.104 mol) of potassium (2,4,6-tris(dimethylaminomethyl)phenolate) (prepared in the same manner as the sodium salt according to Example 19) are added. The solution is stirred at reflux for 1 hour and then cooled. The precipitated potassium nitrate is filtered off. A clear, yellow 25% accelerator solution of cal... Starting materials: CNC(=O)c1ccccc1Nc1nc(Cl)ncc1Cl, Cl, Nc1ccc2c(c1)OCCNC2=O, C1COCCO1, O. Product: CNC(=O)c1ccccc1Nc1nc(Nc2ccc3c(c2)OCCNC3=O)ncc1Cl. As a reaction SMILES: [Cl:14][c:15]1[n:16][cH:17][c:18]([Cl:32])[c:19]([NH:21][c:22]2[c:23]([C:24](=[O:25])[NH:26][CH3:27])[cH:28][cH:29][cH:30][cH:31]2)[n:20]1.[ClH:33].[NH2:1][c:2]1[cH:3][c:4]2[c:5]([cH:12][cH:13]1)[C:6](=[O:11])[NH:7][CH2:8][CH2:9][O:10]2.[O:35]1[CH2:36][CH2:37][O:38][CH2:39][CH2:40]1.[OH2:34]>>[NH:1]([c:2]1[cH:3][c:4]2[c:5]([cH:12][cH:13]1)[C:6](=[O:11])[NH:7][CH2:8][CH2:9][O:10]2)[c:15]1[n:16][cH:17][c:18]([Cl:32])[c:19]([NH:21][c:22]2[c:23]([C:24](=[O:25])[NH:26][CH3:27])[cH:28][cH:29][cH:30][cH:31]2)[n:20]1. Starting materials: COc1ccc2nc(S(C)(=O)=O)ccc2c1Br, CN(C)C=O, O. Yields the product COc1ccc2nc(SC)ccc2c1Br. As a reaction SMILES: [Br:1][c:2]1[c:3]2[cH:4][cH:5][c:6]([S:14](=[O:15])(=[O:16])[CH3:17])[n:7][c:8]2[cH:9][cH:10][c:11]1[O:12][CH3:13].[O:19]=[CH:20][N:21]([CH3:22])[CH3:23].[OH2:18]>>[Br:1][c:2]1[c:3]2[cH:4][cH:5][c:6]([S:14][CH3:17])[n:7][c:8]2[cH:9][cH:10][c:11]1[O:12][CH3:13]. The reactants are CN(C)C=O, N#Cc1cc2c(cc1O)NC(=O)CN=C2c1ccccc1Cl, ClCCCN1CCOCC1, [Na+], [Na+], O=C([O-])[O-]. Yields the product N#Cc1cc2c(cc1OCCCN1CCOCC1)NC(=O)CN=C2c1ccccc1Cl. RXN SMILES: [CH3:39][N:40]([CH3:41])[CH:42]=[O:43].[Cl:1][c:2]1[c:3]([C:8]2=[N:9][CH2:10][C:11](=[O:22])[NH:12][c:13]3[c:14]2[cH:15][c:16]([C:20]#[N:21])[c:17]([OH:19])[cH:18]3)[cH:4][cH:5][cH:6][cH:7]1.[Cl:29][CH2:30][CH2:31][CH2:32][N:33]1[CH2:34][CH2:35][O:36][CH2:37][CH2:38]1.[Na+:23].[Na+:24].[O-:25][C:26](=[O:27])[O-:28]>>[Cl:1][c:2]1[c:3]([C:8]2=[N:9][CH2:10][C:11](=[O:22])[NH:12][c:13]3[c:14]2[cH:15][c:16]([C:20]#[N:21])[c:17]([O:19][CH2:30][CH2:31][CH2:32][N:33]2[CH2:34][CH2:35][O:36][CH2:37][CH2:38]2)[cH:18]3)[cH:4][cH:5][cH:6][cH:7]1.